This data is from the Open Reaction Database (ORD), a public repository of structured organic reaction records. The task is: describe an organic reaction: reactants, conditions, products, and yield Reactants: II (iodine), OCCCOC1=CC=C(C=C1)C(C(C)(N1CCOCC1)C)=O (1-[4-(3-hydroxy-propoxy)-phenyl]-2-methyl-2-morpholin-4-yl-propan-1-one), N1C=NC=C1 (imidazole), C1(=CC=CC=C1)P(C1=CC=CC=C1)C1=CC=CC=C1 (triphenyl phosphine). Run in C(Cl)Cl (methylene chloride). Reaction conditions: time 1 hour. Yields the product ICCCOC1=CC=C(C=C1)C(C(C)(N1CCOCC1)C)=O (1-[4-(3-Iodo-propoxy)-phenyl]-2-methyl-2-morpholin-4-yl-propan-1-one). As a reaction SMILES: O[CH2:2][CH2:3][CH2:4][O:5][C:6]1[CH:11]=[CH:10][C:9]([C:12](=[O:22])[C:13]([CH3:21])([N:15]2[CH2:20][CH2:19][O:18][CH2:17][CH2:16]2)[CH3:14])=[CH:8][CH:7]=1.N1C=CN=C1.C1(P(C2C=CC=CC=2)C2C=CC=CC=2)C=CC=CC=1.[I:47]I>C(Cl)Cl>[I:47][CH2:2][CH2:3][CH2:4][O:5][C:6]1[CH:11]=[CH:10][C:9]([C:12](=[O:22])[C:13]([CH3:21])([N:15]2[CH2:20][CH2:19][O:18][CH2:17][CH2:16]2)[CH3:14])=[CH:8][CH:7]=1. Procedure: 16.2 g (53 mmol) of 1-[4-(3-hydroxy-propoxy)-phenyl]-2-methyl-2-morpholin-4-yl-propan-1-one, 8.97 g (132 mmol) of imidazole and 34.5 g (132 mmol) of triphenyl phosphine are dissolved in 150 ml of methylene chloride. To the solution are added 27.0 g (106 mmol) of iodine and stirred at room temperature for 1 hour. 100 ml of methylene chlorideare added to the reaction mixture and washed with sodium sulfite aqueous solution and water, and dried over MgSO4. After methylene chloride is distilled off, ... Reactants: CCCCCC (hexane), CC(C)(C=C)OO (2-methyl-3-buten-2-yl hydroperoxide), CC(C)(C=C)O (2-methyl-3-buten-2-ol), solution, S(O)(O)(=O)=O (sulphuric acid). Run in O (water), O (water). Conditions: temperature 30 celsius, time 4 hour. The product is CC(C)(C=C)OOC(C)(C=C)C (2-(2-methyl-3-buten-2-ylperoxy)-2-methyl-3-butene). The yield is 33.2%. As a reaction SMILES: [CH3:1][C:2]([O:6][OH:7])([CH:4]=[CH2:5])[CH3:3].[CH3:8][C:9](O)([CH:11]=[CH2:12])[CH3:10].S(=O)(=O)(O)O.CCCCCC>O>[CH3:1][C:2]([O:6][O:7][C:9]([CH3:10])([CH:11]=[CH2:12])[CH3:8])([CH:4]=[CH2:5])[CH3:3]. Procedure: A mixture of 21.0 g of 2-methyl-3-buten-2-yl hydroperoxide and 17.2 g of 2-methyl-3-buten-2-ol was added, with stirring, to 80 g of a solution of 40% by weight-sulphuric acid in water over a period of 30 minutes and at a temperature of 20° C. Subsequently, the reaction mixture was stirred for 4 hours at 30° C. After the mixture had been cooled 50 ml of water and 50 ml of hexane were added. The organic phase was separated and washed with aqueous sodium hydroxide and, finally, with water. After th... RXN SMILES: [Br-:1].[CH2:2]([CH3:3])[Mg+:4].[Cl-:24].[Cl:5][c:6]1[c:7]([CH:21]=[O:22])[c:8]2[n:9][c:10]([O:19][CH3:20])[c:11]([O:17][CH3:18])[n:12][c:13]2[cH:14][c:15]1[Cl:16].[Na+:23].[O:25]1[CH2:26][CH2:27][CH2:28][CH2:29]1>>[CH2:2]([CH3:3])[CH:21]([c:7]1[c:6]([Cl:5])[c:15]([Cl:16])[cH:14][c:13]2[c:8]1[n:9][c:10]([O:19][CH3:20])[c:11]([O:17][CH3:18])[n:12]2)[OH:22]. Product: CCC(O)c1c(Cl)c(Cl)cc2nc(OC)c(OC)nc12. Reactants: [Br-], CC[Mg+], [Cl-], COc1nc2cc(Cl)c(Cl)c(C=O)c2nc1OC, [Na+], C1CCOC1.